This data is from the Open Reaction Database (ORD), a public repository of structured organic reaction records. The task is: describe an organic reaction: reactants, conditions, products, and yield Reactants: NC1=CC=C(CCN(CCC2=CC=C(C=C2)N)CC)C=C1 (N,N-Bis-(4-aminophenethyl)ethylamine), CS(=O)(=O)Cl (methanesulphonyl chloride). The product is CS(=O)(=O)NC1=CC=C(CCN(CCC2=CC=C(C=C2)NS(=O)(=O)C)CC)C=C1 (N,N-Bis-(4-methanesulphonamidophenethyl)ethylamine). RXN SMILES: [NH2:1][C:2]1[CH:21]=[CH:20][C:5]([CH2:6][CH2:7][N:8]([CH2:18][CH3:19])[CH2:9][CH2:10][C:11]2[CH:16]=[CH:15][C:14]([NH2:17])=[CH:13][CH:12]=2)=[CH:4][CH:3]=1.[CH3:22][S:23](Cl)(=[O:25])=[O:24]>>[CH3:22][S:23]([NH:17][C:14]1[CH:15]=[CH:16][C:11]([CH2:10][CH2:9][N:8]([CH2:18][CH3:19])[CH2:7][CH2:6][C:5]2[CH:4]=[CH:3][C:2]([NH:1][S:23]([CH3:22])(=[O:25])=[O:24])=[CH:21][CH:20]=2)=[CH:12][CH:13]=1)(=[O:25])=[O:24]. Procedure details: N,N-Bis-(4-aminophenethyl)ethylamine (0.3 g) was acylated with methanesulphonyl chloride in a similar fashion to Example 19(C) to produce the title compound as a foam, yield 0.12 g, m.p. <60°. Reactants: COC(=O)c1cnccc1C1=CCN(C(=O)OC(C)(C)C)CC1, CCOC(C)=O, [H][H]. Yields the product COC(=O)c1cnccc1C1CCN(C(=O)OC(C)(C)C)CC1. Reaction SMILES: [CH3:1][O:2][C:3](=[O:4])[c:5]1[cH:6][n:7][cH:8][cH:9][c:10]1[C:11]1=[CH:16][CH2:15][N:14]([C:17](=[O:18])[O:19][C:20]([CH3:21])([CH3:22])[CH3:23])[CH2:13][CH2:12]1.[CH3:26][CH2:27][O:28][C:29]([CH3:30])=[O:31].[H:24][H:25]>>[CH3:1][O:2][C:3](=[O:4])[c:5]1[cH:6][n:7][cH:8][cH:9][c:10]1[CH:11]1[CH2:12][CH2:13][N:14]([C:17](=[O:18])[O:19][C:20]([CH3:21])([CH3:22])[CH3:23])[CH2:15][CH2:16]1.